Task: describe an organic reaction: reactants, conditions, products, and yield. Dataset: the Open Reaction Database (ORD), a public repository of structured organic reaction records Reactants: CCn1c(=O)n(-c2ccc(O[Si](C(C)C)(C(C)C)C(C)C)cc2)c2nccc(C)c21, ClCCl, O=C(OC(=O)C(F)(F)F)C(F)(F)F, NC(N)=O, [Na+], O=C([O-])O, OO. Yields the product CCn1c(=O)n(-c2ccc(O[Si](C(C)C)(C(C)C)C(C)C)cc2)c2c1c(C)cc[n+]2[O-]. Reaction SMILES: [CH2:1]([CH3:2])[n:3]1[c:4](=[O:30])[n:5](-[c:13]2[cH:14][cH:15][c:16]([O:19][Si:20]([CH:21]([CH3:22])[CH3:23])([CH:24]([CH3:25])[CH3:26])[CH:27]([CH3:28])[CH3:29])[cH:17][cH:18]2)[c:6]2[n:7][cH:8][cH:9][c:10]([CH3:12])[c:11]12.[Cl:55][CH2:56][Cl:57].[F:37][C:38]([F:39])([F:40])[C:41]([O:42][C:43](=[O:44])[C:45]([F:46])([F:47])[F:48])=[O:49].[NH2:33][C:34](=[O:35])[NH2:36].[Na+:54].[O-:50][C:51]([OH:52])=[O:53].[OH:31][OH:32]>>[CH2:1]([CH3:2])[n:3]1[c:4](=[O:30])[n:5](-[c:13]2[cH:14][cH:15][c:16]([O:19][Si:20]([CH:21]([CH3:22])[CH3:23])([CH:24]([CH3:25])[CH3:26])[CH:27]([CH3:28])[CH3:29])[cH:17][cH:18]2)[c:6]2[n+:7]([O-:35])[cH:8][cH:9][c:10]([CH3:12])[c:11]12. Reactants: CCOC(=O)C(C)OP(=O)(CC(C)=CCc1c(O)c2c(c(C)c1OC)COC2=O)Oc1ccccc1, C1CCOC1, [Na+], [OH-]. Yields the product COc1c(C)c2c(c(O)c1CC=C(C)CP(=O)(Oc1ccccc1)OC(C)C(=O)O)C(=O)OC2. As a reaction SMILES: [CH2:1]([CH3:2])[O:3][C:4]([CH:5]([CH3:6])[O:7][P:8](=[O:9])([O:10][c:11]1[cH:12][cH:13][cH:14][cH:15][cH:16]1)[CH2:17][C:18](=[CH:19][CH2:20][c:21]1[c:22]([OH:34])[c:23]2[c:27]([c:28]([CH3:32])[c:29]1[O:30][CH3:31])[CH2:26][O:25][C:24]2=[O:33])[CH3:35])=[O:36].[CH2:39]1[O:40][CH2:41][CH2:42][CH2:43]1.[Na+:38].[OH-:37]>>[O:3]=[C:4]([CH:5]([CH3:6])[O:7][P:8](=[O:9])([O:10][c:11]1[cH:12][cH:13][cH:14][cH:15][cH:16]1)[CH2:17][C:18](=[CH:19][CH2:20][c:21]1[c:22]([OH:34])[c:23]2[c:27]([c:28]([CH3:32])[c:29]1[O:30][CH3:31])[CH2:26][O:25][C:24]2=[O:33])[CH3:35])[OH:36]. The reactants are C(C1=CC=CC=C1)N1C2=C(C=CC=C2C=2C(=CC=CC12)O)F (9-benzyl-8-fluoro-9H-carbazol-4-ol), C([O-])([O-])=O.[K+].[K+] (potassium carbonate), BrCC#N (bromoacetonitrile). Run in CN(C)C=O (DMF). Run at time 4 hour. The product is C(C1=CC=CC=C1)N1C2=C(C=CC=C2C=2C(=CC=CC12)OCC#N)F (2-[(9-Benzyl-8-fluoro-9H-carbazol-4-yl)oxy]acetonitrile). Isolated yield 72.6%. Reaction SMILES: [CH2:1]([N:8]1[C:20]2[CH:19]=[CH:18][CH:17]=[C:16]([OH:21])[C:15]=2[C:14]2[C:9]1=[C:10]([F:22])[CH:11]=[CH:12][CH:13]=2)[C:2]1[CH:7]=[CH:6][CH:5]=[CH:4][CH:3]=1.C(=O)([O-])[O-].[K+].[K+].Br[CH2:30][C:31]#[N:32]>CN(C=O)C>[CH2:1]([N:8]1[C:20]2[CH:19]=[CH:18][CH:17]=[C:16]([O:21][CH2:30][C:31]#[N:32])[C:15]=2[C:14]2[C:9]1=[C:10]([F:22])[CH:11]=[CH:12][CH:13]=2)[C:2]1[CH:3]=[CH:4][CH:5]=[CH:6][CH:7]=1 |f:1.2.3|. Procedure details: A mixture of 9-benzyl-8-fluoro-9H-carbazol-4-ol (1.0775 g, 0.0037 mol), potassium carbonate (0.6284 g, 0.0046 mol), bromoacetonitrile (0.6 mL, 0.0086 mol) and DMF (12 mL) is stirred at room temperature for 4 h. The mixture is then partitioned between water and dichloromethane. The aqueous layer is also washed with ethyl acetate. The combined organic layers are dried over sodium sulfate and concentrated to a residue, which is then partitioned between water and ethyl acetate. The combined organic ... Starting materials: C(C1=CC=CC=C1)OC=1C=C2C3=C(C(=NC2=CC1)N)N=C1N3[C@@H](COC1)C ((11R)-2-(Benzyloxy)-11-methyl-10,11-dihydro-8H-[1,4]oxazino[4′,3′:1,2]imidazo[4,5-c]quinolin-6-amine), C(Cl)(Cl)Cl (CHCl3). The reagents and catalysts are [Pd] (Palladium on carbon). Run in C(C)O (ethanol), CO (methanol). Run at time 3 day. Product: NC1=NC2=CC=C(C=C2C2=C1N=C1N2[C@H](COC1)C)O ((11S)-6-amino-11-methyl-10,11-dihydro-8H-[1,4]oxazino[4′,3′:1,2]imidazo[4,5-c]quinolin-2-ol). Yield: 42.1%. RXN SMILES: C([O:8][C:9]1[CH:10]=[C:11]2[C:16](=[CH:17][CH:18]=1)[N:15]=[C:14]([NH2:19])[C:13]1[N:20]=[C:21]3[CH2:26][O:25][CH2:24][C@@H:23]([CH3:27])[N:22]3[C:12]2=1)C1C=CC=CC=1.C(Cl)(Cl)Cl>C(O)C.[Pd].CO>[NH2:19][C:14]1[C:13]2[N:20]=[C:21]3[CH2:26][O:25][CH2:24][C@H:23]([CH3:27])[N:22]3[C:12]=2[C:11]2[C:16](=[CH:17][CH:18]=[C:9]([OH:8])[CH:10]=2)[N:15]=1. Procedure: (11R)-2-(Benzyloxy)-11-methyl-10,11-dihydro-8H-[1,4]oxazino[4′,3′:1,2]imidazo[4,5-c]quinolin-6-amine (840 mg, 2.33 mmol) was dissolved in ethanol (50 mL) and the solution was placed in a pressure bottle. Palladium on carbon (10%, 620 mg) was added and the reaction mixture was shaken under H2 at 48 PSI (3.3×105 Pa) for 3 days. The reaction mixture was filtered through a pad of CELITE filter agent. The pad was rinsed with 1:1 CH2Cl2/acetonitrile and the combined filtrates were concentrated under r...